Dataset: the Open Reaction Database (ORD), a public repository of structured organic reaction records. Task: describe an organic reaction: reactants, conditions, products, and yield The reactants are C1(CC1)C=1C=C2C(=NC1N(S(=O)(=O)C)CCC[C@@H](C(=O)OCOP(=O)(OCC1=CC=CC=C1)OCC1=CC=CC=C1)C)OC(=C2C(NC)=O)C2=CC=C(C=C2)C ((S)-((bis(benzyloxy)phosphoryl)oxy)methyl 5-(N-(5-cyclopropyl-3-(methylcarbamoyl)-2-(p-tolyl)furo[2,3-b]pyridin-6-yl)methylsulfonamido)-2-methylpentanoate), C(=O)(O)[O-].[Na+] (NaHCO3). The reagents and catalysts are [Pd] (Pd—C). Solvent: CCOC(=O)C (EtOAc). Yields the product C1(CC1)C=1C=C2C(=NC1N(S(=O)(=O)C)CCC[C@@H](C(=O)OCOP(=O)(O)O)C)OC(=C2C(NC)=O)C2=CC=C(C=C2)C ((S)-(phosphonooxy)methyl 5-(N-(5-cyclopropyl-3-(methylcarbamoyl)-2-(p-tolyl)furo[2,3-b]pyridin-6-yl)methylsulfonamido)-2-methylpentanoate). As a reaction SMILES: [CH:1]1([C:4]2[CH:5]=[C:6]3[C:45]([C:46](=[O:49])[NH:47][CH3:48])=[C:44]([C:50]4[CH:55]=[CH:54][C:53]([CH3:56])=[CH:52][CH:51]=4)[O:43][C:7]3=[N:8][C:9]=2[N:10]([CH2:15][CH2:16][CH2:17][C@H:18]([CH3:42])[C:19]([O:21][CH2:22][O:23][P:24]([O:34]CC2C=CC=CC=2)([O:26]CC2C=CC=CC=2)=[O:25])=[O:20])[S:11]([CH3:14])(=[O:13])=[O:12])[CH2:3][CH2:2]1.C([O-])(O)=O.[Na+]>CCOC(C)=O.[Pd]>[CH:1]1([C:4]2[CH:5]=[C:6]3[C:45]([C:46](=[O:49])[NH:47][CH3:48])=[C:44]([C:50]4[CH:55]=[CH:54][C:53]([CH3:56])=[CH:52][CH:51]=4)[O:43][C:7]3=[N:8][C:9]=2[N:10]([CH2:15][CH2:16][CH2:17][C@H:18]([CH3:42])[C:19]([O:21][CH2:22][O:23][P:24]([OH:26])([OH:34])=[O:25])=[O:20])[S:11]([CH3:14])(=[O:12])=[O:13])[CH2:2][CH2:3]1 |f:1.2|. Reported procedure: (S)-((bis(benzyloxy)phosphoryl)oxy)methyl 5-(N-(5-cyclopropyl-3-(methylcarbamoyl)-2-(p-tolyl)furo[2,3-b]pyridin-6-yl)methylsulfonamido)-2-methylpentanoate (10 mg, 0.012 mmol) and Pd—C (10% wt) (1.3 mg) in EtOAc (250 μL) with NaHCO3 (1.045 mg, 0.012 mmol) was placed under N2 and then evacuated and backfilled with H2 and kept under an H2 balloon at RT for 2 hrs (trace COOH side prod.) Filtered through 0.45μ PTFE filter to give (S)-(phosphonooxy)methyl 5-(N-(5-cyclopropyl-3-(methylcarbamoyl)-2-(p-t... Starting materials: [OH-].[Na+] (sodium hydroxide), aqueous solution, C=O (formaldehyde), C(#N)[BH3-].[Na+] (sodium cyanoborohydride), C(C)(C)(C)OC(=O)N1CCC(CC1)CNCC1CCN(CC1)C(=O)OC(C)(C)C (N,N-bis[(1-tert-butoxycarbonyl-4-piperidinyl)methyl]amine). The solvent is C(C)#N (acetonitrile), C(C)(=O)O (Acetic acid). Reaction conditions: time 15 minute. Yields the product C(C)(C)(C)OC(=O)N1CCC(CC1)CN(CC1CCN(CC1)C(=O)OC(C)(C)C)C (N,N-bis[(1-tert-butoxycarbonyl-4-piperidinyl)methyl]methylamine). Yield: 96.8%. RXN SMILES: C=O.[C:3]([BH3-])#N.[Na+].[C:7]([O:11][C:12]([N:14]1[CH2:19][CH2:18][CH:17]([CH2:20][NH:21][CH2:22][CH:23]2[CH2:28][CH2:27][N:26]([C:29]([O:31][C:32]([CH3:35])([CH3:34])[CH3:33])=[O:30])[CH2:25][CH2:24]2)[CH2:16][CH2:15]1)=[O:13])([CH3:10])([CH3:9])[CH3:8].[OH-].[Na+]>C(#N)C.C(O)(=O)C>[C:32]([O:31][C:29]([N:26]1[CH2:27][CH2:28][CH:23]([CH2:22][N:21]([CH3:3])[CH2:20][CH:17]2[CH2:16][CH2:15][N:14]([C:12]([O:11][C:7]([CH3:10])([CH3:9])[CH3:8])=[O:13])[CH2:19][CH2:18]2)[CH2:24][CH2:25]1)=[O:30])([CH3:35])([CH3:34])[CH3:33] |f:1.2,4.5|. Procedure details: A 37% aqueous solution of formaldehyde (5 ml; 67 mmol) and sodium cyanoborohydride (314 mg; 5.0 mmol) were added to a solution in acetonitrile (20 ml) of N,N-bis[(1-tert-butoxycarbonyl-4-piperidinyl)methyl]amine (1.0 g; 2.4 mmol) synthesized by the above process, and the mixture was stirred at room temperature for 15 minutes. Acetic acid was then added to the solution to adjust the pH to about 5, and the mixture was stirred further for 48 hours at room temperature. The reaction mixture was broug... Reactants: FC1=CC=C(C=C1)C(OCCCl)C1=CC=C(C=C1)F (1-[Bis(4-fluorophenyl)methoxy]-2-chloroethane), N1CCCCC1 (piperidine), C(C)#N (acetonitrile), C([O-])([O-])=O.[K+].[K+] (potassium carbonate). The solvent is CCOCC (ether). The product is FC1=CC=C(C=C1)C(OCCN1CCCCC1)C1=CC=C(C=C1)F (1-[2-[Bis(4-fluorophenyl)methoxy]ethyl]piperidine). Isolated yield 26.4%. RXN SMILES: [F:1][C:2]1[CH:7]=[CH:6][C:5]([CH:8]([C:13]2[CH:18]=[CH:17][C:16]([F:19])=[CH:15][CH:14]=2)[O:9][CH2:10][CH2:11]Cl)=[CH:4][CH:3]=1.C(#N)C.C(=O)([O-])[O-].[K+].[K+].[NH:29]1[CH2:34][CH2:33][CH2:32][CH2:31][CH2:30]1>CCOCC>[F:1][C:2]1[CH:7]=[CH:6][C:5]([CH:8]([C:13]2[CH:18]=[CH:17][C:16]([F:19])=[CH:15][CH:14]=2)[O:9][CH2:10][CH2:11][N:29]2[CH2:34][CH2:33][CH2:32][CH2:31][CH2:30]2)=[CH:4][CH:3]=1 |f:2.3.4|. Reported procedure: 1-[Bis(4-fluorophenyl)methoxy]-2-chloroethane (3) (1.03 g, 3.6 mmol) was added to a flask containing acetonitrile (70 ml) and potassium carbonate (1.54 g, 11.1 mmol). This was followed by addition of piperidine (0.69 g, 8.1 mmol). The resulting mixture was heated to reflux for 48 hours under an atmosphere of nitrogen. At the end of this time, the solution was added to ether (75 ml), washed with water (100 ml) followed by brine (100 ml). The solution was then dried over magnesium sulfate, filtere...